From a dataset of the Open Reaction Database (ORD), a public repository of structured organic reaction records. describe an organic reaction: reactants, conditions, products, and yield Reactants: CI, [H-], [Na+], C1CCOC1, CC(C)n1nc(Br)c2ccc(S)cc2c1=O. Yields the product CSc1ccc2c(Br)nn(C(C)C)c(=O)c2c1. Reaction SMILES: [CH3:19][I:20].[H-:18].[Na+:17].[O:21]1[CH2:22][CH2:23][CH2:24][CH2:25]1.[SH:1][c:2]1[cH:3][cH:4][c:5]2[c:6]([Br:16])[n:7][n:8]([CH:13]([CH3:14])[CH3:15])[c:9](=[O:12])[c:10]2[cH:11]1>>[S:1]([c:2]1[cH:3][cH:4][c:5]2[c:6]([Br:16])[n:7][n:8]([CH:13]([CH3:14])[CH3:15])[c:9](=[O:12])[c:10]2[cH:11]1)[CH3:19]. Reactants: ice water, CCCCCCC (heptane), C(C)(C)(C)OC(C(CC)Br)=O (tert-butyl-2-bromobutyrat), [OH-].[Na+] (sodium hydroxide), C(CCC\C=C/C\C=C/C\C=C/C\C=C/C\C=C/CC)O ((5Z,8Z,11Z,14Z,17Z)-icosa-5,8,11,14,17-pentaen-1-ol), C(C)(C)(C)OC(C(CC)Br)=O (tert-butyl-2-bromobutyrat). The reagents and catalysts are S([O-])(O)(=O)=O.C(CCC)[N+](CCCC)(CCCC)CCCC (tetrabutylammonium bisulfate). The solvent is C1(=CC=CC=C1)C (toluene). Run at temperature 50 celsius. Yields the product C(CC\C=C/C\C=C/C\C=C/C\C=C/C\C=C/C\C=C/CC)OC(C(=O)OC(C)(C)C)C (tert-butyl 2-((4Z,7Z,10Z,13Z,16Z,19Z)-docosa-4,7,10,13,16,19-hexaen-1-yloxy)propanoate). As a reaction SMILES: [OH-].[Na+].[CH2:3]([OH:23])[CH2:4][CH2:5][CH2:6]/[CH:7]=[CH:8]\[CH2:9]/[CH:10]=[CH:11]\[CH2:12]/[CH:13]=[CH:14]\[CH2:15]/[CH:16]=[CH:17]\[CH2:18]/[CH:19]=[CH:20]\[CH2:21][CH3:22].[C:24]([O:28][C:29](=[O:34])[CH:30](Br)[CH2:31]C)([CH3:27])([CH3:26])[CH3:25].[CH3:35][CH2:36]CCCCC>S(=O)(=O)(O)[O-].C([N+](CCCC)(CCCC)CCCC)CCC.C1(C)C=CC=CC=1>[CH2:3]([O:23][CH:30]([CH3:31])[C:29]([O:28][C:24]([CH3:25])([CH3:26])[CH3:27])=[O:34])[CH2:4][CH2:5]/[CH:6]=[CH:7]\[CH2:8]/[CH:9]=[CH:10]\[CH2:11]/[CH:12]=[CH:13]\[CH2:14]/[CH:15]=[CH:16]\[CH2:17]/[CH:18]=[CH:19]\[CH2:20]/[CH:21]=[CH:22]\[CH2:35][CH3:36] |f:0.1,5.6|. Procedure details: An aqueous solution of sodium hydroxide (50% (w/w), 6 ml) was added portionwise to a mixture of (5Z,8Z,11Z,14Z,17Z)-icosa-5,8,11,14,17-pentaen-1-ol (2.01 g, 6.39 mmol), tert-butyl-2-bromobutyrat (2.85 g, 12.8 mmol) and tetrabutylammonium bisulfate (0.65 g, 1.91 mmol) in toluene (12 ml). The reaction mixture was vigorously stirred under N2-atmosphere and warmed to 50° C. The reaction mixture was stirred at 50° C. for a total of 22 hrs. Additional tert-butyl-2-bromobutyrat (1.43 g, 6.39 mmol) and ... Starting materials: C1N(CCOC=2C1=C1C=CNC1=CC2)C(=O)OC(C)(C)C (tert-butyl 1,3,4,8-tetrahydro-2H-[1,4]oxazepino[6,7-e]indole-2-carboxylate), C1N(CCOC=2C1=C1C=CNC1=CC2)C(=O)OC(C)(C)C (tert-butyl 1,3,4,8-tetrahydro-2H-[1,4]oxazepino[6,7-e]indole-2-carboxylate), [H-].[Na+] (NaH), CN(C)C=O (DMF), CC=1OC(=CC1S(=O)(=O)Cl)C (2,5-Dimethylfuran-3-sulfonyl chloride). Run in N (NH3), CO (MeOH), CO (MeOH), CO (MeOH). Run at time 20 minute. Product: CC=1OC(=CC1S(=O)(=O)N1C=CC2=C3C(=CC=C12)OCCNC3)C (8-[(2,5-Dimethyl-3-furyl)sulfonyl]-1,3,4,8-tetrahydro-2H-[1,4]oxazepino[6,7-e]indole). The yield is 30.0%. Reaction SMILES: [CH2:1]1[C:7]2=[C:8]3[C:12](=[CH:13][CH:14]=[C:6]2[O:5][CH2:4][CH2:3][N:2]1C(OC(C)(C)C)=O)[NH:11][CH:10]=[CH:9]3.[H-].[Na+].CN(C=O)C.[CH3:29][C:30]1[O:31][C:32]([CH3:39])=[CH:33][C:34]=1[S:35](Cl)(=[O:37])=[O:36]>N.CO>[CH3:29][C:30]1[O:31][C:32]([CH3:39])=[CH:33][C:34]=1[S:35]([N:11]1[C:12]2[C:8](=[C:7]3[CH2:1][NH:2][CH2:3][CH2:4][O:5][C:6]3=[CH:14][CH:13]=2)[CH:9]=[CH:10]1)(=[O:37])=[O:36] |f:1.2|. Procedure details: tert-Butyl 1,3,4,8-tetrahydro-2H-[1,4]oxazepino[6,7-e]indole-2-carboxylate (Intermediate 18, 14 mg, 0.050 mmol), NaH (60% in mineral oil, 6.4 mg, 0.10 mmol) and dry DMF (0.2 mL) were shaken at room temperature for 10 minutes. 2,5-Dimethylfuran-3-sulfonyl chloride (19 mg, 0.10 mmol, in 0.15 mL of dry DMF) was added to the solution. The reaction mixture was shaken at room temperature for another 20 minutes and a mixture of MeOH/1 M HCl (3:1, 1 mL) was added. The reaction mixture was stirred overni... The reactants are resultant solution, N1C=CC2=CC=C(C=C12)C(=O)O (indole-6-carboxylic acid), C(=O)(N1C=NC=C1)N1C=NC=C1 (1,1'carbonyldiimidazole), C1(CCCC1)CN (cyclopentylmethylamine). Solvent: C(Cl)Cl (methylene chloride), C(Cl)Cl (methylene chloride). The product is C1(CCCC1)CNC(=O)C1=CC=C2C=CNC2=C1 (6-(N-cyclopentylmethylcarbamoyl)indole). Yield: 101.8%. RXN SMILES: [NH:1]1[C:9]2[C:4](=[CH:5][CH:6]=[C:7]([C:10]([OH:12])=O)[CH:8]=2)[CH:3]=[CH:2]1.C(N1C=CN=C1)(N1C=CN=C1)=O.[CH:25]1([CH2:30][NH2:31])[CH2:29][CH2:28][CH2:27][CH2:26]1>C(Cl)Cl>[CH:25]1([CH2:30][NH:31][C:10]([C:7]2[CH:8]=[C:9]3[C:4]([CH:3]=[CH:2][NH:1]3)=[CH:5][CH:6]=2)=[O:12])[CH2:29][CH2:28][CH2:27][CH2:26]1. Procedure details: A solution of indole-6-carboxylic acid (9.41 g) and 1,1'carbonyldiimidazole (10.6 g) in methylene chloride (290 ml) was heated at reflux, under nitrogen, for 30 minutes. The solution was cooled and treated with cyclopentylmethylamine (7.0 g). This mixture was heated to reflux for 30 minutes. The resultant solution was then diluted with methylene chloride, washed successively with 10% (v/v) hydrochloric acid, 20% (w/v) aqueous sodium hydroxide, and brine, dried (MgSO4), and evaporated to give 6-(... The reactants are Cc1ccnc(Cl)c1N, Cl, [I-], [K+], O=N[O-], [Na+], O. The product is Cc1ccnc(Cl)c1I. RXN SMILES: [Cl:1][c:2]1[n:3][cH:4][cH:5][c:6]([CH3:9])[c:7]1[NH2:8].[ClH:10].[I-:16].[K+:15].[N:11]([O-:12])=[O:13].[Na+:14].[OH2:17]>>[Cl:1][c:2]1[n:3][cH:4][cH:5][c:6]([CH3:9])[c:7]1[I:16]. Reactants: C=CC(C)(C[N+](=O)[O-])OC(C)=O, ClCCl, Cl, c1ccncc1. The product is C=CC(C)(C#N)OC(C)=O. As a reaction SMILES: [CH3:1][C:2]([CH:3]=[CH2:4])([CH2:5][N+:6]([O-:7])=[O:8])[O:9][C:10]([CH3:11])=[O:12].[Cl:13][CH2:14][Cl:15].[ClH:16].[cH:17]1[cH:18][cH:19][n:20][cH:21][cH:22]1>>[CH3:1][C:2]([CH:3]=[CH2:4])([C:5]#[N:6])[O:9][C:10]([CH3:11])=[O:12]. Reactants: CN(C(OC1=CC=CC=C1)=O)CCCN1CCCC2=CC(=CC=C12)[N+](=O)[O-] (phenyl methyl(3-(6-nitro-3,4-dihydroquinolin-1(2H)-yl)propyl)carbamate). The reagents and catalysts are [Pd] (palladium). The solvent is C1CCOC1 (THF), C(C)O (ethanol). Reaction conditions: time 3 hour. Product: NC=1C=C2CCCN(C2=CC1)CCCN(C(OC1=CC=CC=C1)=O)C (Phenyl 3-(6-amino-3,4-dihydroquinolin-1(2H)-yl)propyl(methyl)carbamate). The yield is 88.6%. Reaction SMILES: [CH3:1][N:2]([CH2:12][CH2:13][CH2:14][N:15]1[C:24]2[C:19](=[CH:20][C:21]([N+:25]([O-])=O)=[CH:22][CH:23]=2)[CH2:18][CH2:17][CH2:16]1)[C:3](=[O:11])[O:4][C:5]1[CH:10]=[CH:9][CH:8]=[CH:7][CH:6]=1>C1COCC1.C(O)C.[Pd]>[NH2:25][C:21]1[CH:20]=[C:19]2[C:24](=[CH:23][CH:22]=1)[N:15]([CH2:14][CH2:13][CH2:12][N:2]([CH3:1])[C:3](=[O:11])[O:4][C:5]1[CH:6]=[CH:7][CH:8]=[CH:9][CH:10]=1)[CH2:16][CH2:17][CH2:18]2. Procedure details: To a stirred solution of phenyl methyl(3-(6-nitro-3,4-dihydroquinolin-1(2H)-yl)propyl)carbamate (1.02 g, 2.76 mmol) in THF (15.00 ml) and ethanol (15 ml) was added palladium 10 wt. % on activated carbon (0.294 g, 0.276 mmol). The reaction mixture was stirred under an atmosphere of hydrogen (balloon pressure) for 3 h. The mixture was then filtered through celite and concentrated, giving a dark oil. The crude product (phenyl 3-(6-amino-3,4-dihydroquinolin-1(2H)-yl)propyl(methyl)carbamate (830 mg, ...